This data is from the Open Reaction Database (ORD), a public repository of structured organic reaction records. The task is: describe an organic reaction: reactants, conditions, products, and yield Reactants: OCC1=CC=C(C=C1)C1=CC=C(C=C1)OCCCCCCCCCC (4-hydroxymethyl-4'-decyloxybiphenyl), aqueous solution, Br (HBr). Run at time 3 hour. The product is BrCC1=CC=C(C=C1)C1=CC=C(C=C1)OCCCCCCCCCC (4'-bromomethyl-4-decyloxybiphenyl). RXN SMILES: O[CH2:2][C:3]1[CH:8]=[CH:7][C:6]([C:9]2[CH:14]=[CH:13][C:12]([O:15][CH2:16][CH2:17][CH2:18][CH2:19][CH2:20][CH2:21][CH2:22][CH2:23][CH2:24][CH3:25])=[CH:11][CH:10]=2)=[CH:5][CH:4]=1.[BrH:26]>>[Br:26][CH2:2][C:3]1[CH:8]=[CH:7][C:6]([C:9]2[CH:14]=[CH:13][C:12]([O:15][CH2:16][CH2:17][CH2:18][CH2:19][CH2:20][CH2:21][CH2:22][CH2:23][CH2:24][CH3:25])=[CH:11][CH:10]=2)=[CH:5][CH:4]=1. Procedure details: To 0.81 g (2.51 mmol) of 4-hydroxymethyl-4'-decyloxybiphenyl was added 15 ml of an aqueous solution containing 47% HBr, and then healed at 115° C. for 3 hours. After completion of the reaction, the resultant mixture was extracted with ether and washed with water, which was further washed with an aqueous solution containing saturated NaHCO3 and washed again with water. The reaction product was concentrated and, then, separated by colomun chromatography, to thereby obtain 0.92 g of 4'-bromomethyl-... The reactants are CC(C)(C)P(C(C)(C)C)C(C)(C)C, CC(C)(C)P(C(C)(C)C)C(C)(C)C, C=C[Sn](CCCC)(CCCC)CCCC, CCC(C)Oc1ccc(F)c(Cl)c1, [Cs+], [F-], C1COCCO1, [Pd]. The product is C=Cc1cc(OC(C)CC)ccc1F. RXN SMILES: [C:38]([P:39]([C:40]([CH3:41])([CH3:42])[CH3:43])[C:44]([CH3:45])([CH3:46])[CH3:47])([CH3:48])([CH3:49])[CH3:50].[C:51]([P:52]([C:53]([CH3:54])([CH3:55])[CH3:56])[C:57]([CH3:58])([CH3:59])[CH3:60])([CH3:61])([CH3:62])[CH3:63].[CH2:16]([CH2:17][CH2:29][CH3:30])[Sn:18]([CH2:19][CH2:20][CH2:21][CH3:22])([CH2:23][CH2:24][CH2:25][CH3:26])[CH:27]=[CH2:28].[Cl:1][c:2]1[c:3]([F:13])[cH:4][cH:5][c:6]([O:8][CH:9]([CH2:10][CH3:11])[CH3:12])[cH:7]1.[Cs+:15].[F-:14].[O:31]1[CH2:32][CH2:33][O:34][CH2:35][CH2:36]1.[Pd:37]>>[c:2]1([CH:16]=[CH2:17])[c:3]([F:13])[cH:4][cH:5][c:6]([O:8][CH:9]([CH2:10][CH3:11])[CH3:12])[cH:7]1. Starting materials: CO, CC(Oc1ccc(C#N)nc1)C(F)(F)F, [H][H], O=C(O)C(F)(F)F. Product: CC(Oc1ccc(CN)nc1)C(F)(F)F. As a reaction SMILES: [CH3:25][OH:26].[F:1][C:2]([CH:3]([O:4][c:5]1[cH:6][cH:7][c:8]([C:11]#[N:12])[n:9][cH:10]1)[CH3:13])([F:14])[F:15].[H:23][H:24].[OH:16][C:17]([C:18]([F:19])([F:20])[F:21])=[O:22]>>[F:1][C:2]([CH:3]([O:4][c:5]1[cH:6][cH:7][c:8]([CH2:11][NH2:12])[n:9][cH:10]1)[CH3:13])([F:14])[F:15]. Starting materials: C1CCOC1, CO, ClCCl, [H][H], Cc1cc(CC(OC(=O)N2CCC(N3CCc4ccccc4NC3=O)CC2)C(=O)O)cc(Cl)c1OCc1ccccc1. Product: Cc1cc(CC(OC(=O)N2CCC(N3CCc4ccccc4NC3=O)CC2)C(=O)O)cc(Cl)c1O. Reaction SMILES: [CH2:50]1[O:51][CH2:52][CH2:53][CH2:54]1.[CH3:48][OH:49].[Cl:45][CH2:46][Cl:47].[H:43][H:44].[O:1]=[C:2]1[NH:3][c:4]2[c:5]([cH:39][cH:40][cH:41][cH:42]2)[CH2:6][CH2:7][N:8]1[CH:9]1[CH2:10][CH2:11][N:12]([C:15](=[O:16])[O:17][CH:18]([CH2:19][c:20]2[cH:21][c:22]([Cl:35])[c:23]([O:27][CH2:28][c:29]3[cH:30][cH:31][cH:32][cH:33][cH:34]3)[c:24]([CH3:26])[cH:25]2)[C:36](=[O:37])[OH:38])[CH2:13][CH2:14]1>>[O:1]=[C:2]1[NH:3][c:4]2[c:5]([cH:39][cH:40][cH:41][cH:42]2)[CH2:6][CH2:7][N:8]1[CH:9]1[CH2:10][CH2:11][N:12]([C:15](=[O:16])[O:17][CH:18]([CH2:19][c:20]2[cH:21][c:22]([Cl:35])[c:23]([OH:27])[c:24]([CH3:26])[cH:25]2)[C:36](=[O:37])[OH:38])[CH2:13][CH2:14]1. Run at temperature 92.5 celsius, time 90 minute. RXN SMILES: C([O-])([O-])=O.[K+].[K+].Br[C:8]1[C:17]([O:18][CH:19]2[CH2:24][CH2:23][N:22](C(OC(C)(C)C)=O)[CH2:21][CH2:20]2)=[C:16]2[C:11]([CH:12]=[N:13][C:14]([NH:32][C:33]3[CH:38]=[CH:37][C:36]([S:39](=[O:42])(=[O:41])[NH2:40])=[CH:35][CH:34]=3)=[N:15]2)=[CH:10][CH:9]=1.[CH3:43][N:44]1[CH:48]=[CH:47][C:46](B2OC(C)(C)C(C)(C)O2)=[CH:45]1>COCCOC.[Pd]>[CH3:43][N:44]1[CH:48]=[CH:47][C:46]([C:8]2[C:17]([O:18][CH:19]3[CH2:20][CH2:21][NH:22][CH2:23][CH2:24]3)=[C:16]3[C:11]([CH:12]=[N:13][C:14]([NH:32][C:33]4[CH:34]=[CH:35][C:36]([S:39]([NH2:40])(=[O:41])=[O:42])=[CH:37][CH:38]=4)=[N:15]3)=[CH:10][CH:9]=2)=[CH:45]1 |f:0.1.2|. Starting materials: solution, C(=O)([O-])[O-].[K+].[K+] (K2CO3), BrC1=CC=C2C=NC(=NC2=C1OC1CCN(CC1)C(=O)OC(C)(C)C)NC1=CC=C(C=C1)S(N)(=O)=O (tert-butyl 4-(7-bromo-2-(4-sulfamoylphenylamino)quinazolin-8-yloxy)piperidine-1-carboxylate), CN1C=C(C=C1)B1OC(C(O1)(C)C)(C)C (1-methyl-3-(4,4,5,5-tetramethyl-1,3,2-dioxaborolan-2-yl)-1H-pyrrole). Product: CN1C=C(C=C1)C1=CC=C2C=NC(=NC2=C1OC1CCNCC1)NC1=CC=C(C=C1)S(=O)(=O)N (4-(7-(1-methyl-1H-pyrrol-3-yl)-8-(piperidin-4-yloxy)quinazolin-2-ylamino)benzenesulfonamide). Run in COCCOC (DME). Reported procedure: A 2M solution of K2CO3 (180 μL) was added to a mixture of tert-butyl 4-(7-bromo-2-(4-sulfamoylphenylamino)quinazolin-8-yloxy)piperidine-1-carboxylate (18 mg, 0.031 mmole), 1-methyl-3-(4,4,5,5-tetramethyl-1,3,2-dioxaborolan-2-yl)-1H-pyrrole (20 mg, 0.093 mmole) and palladium (4 mg, 0.005 mmole) in DME (0.6 mL). The reaction was sparged with argon, sealed and heated at 90-95° C. with stirring. After 90 minutes, LCMS showed that the reaction had reached completion. The Boc group was removed by addi... The reagents and catalysts are [Pd] (palladium). Yield: 22.9%. Reactants: CC(=O)OC(C)=O, CC=Cc1ccc(O)c(OC)c1, CC(=O)[O-], CC(=O)O, Cc1ccccc1, [Na+], [Na+], O=S([O-])O. Yields the product COc1cc(CC(C)=O)ccc1O. Reaction SMILES: [CH3:13][C:14](=[O:15])[O:16][C:17](=[O:18])[CH3:19].[CH3:1][O:2][c:3]1[cH:4][c:5]([CH:6]=[CH:7][CH3:8])[cH:9][cH:10][c:11]1[OH:12].[CH3:21][C:22](=[O:23])[O-:24].[CH3:30][C:31](=[O:32])[OH:33].[CH3:34][c:35]1[cH:36][cH:37][cH:38][cH:39][cH:40]1.[Na+:20].[Na+:29].[S:25](=[O:26])([OH:27])[O-:28]>>[CH3:1][O:2][c:3]1[cH:4][c:5]([CH2:6][C:7]([CH3:8])=[O:15])[cH:9][cH:10][c:11]1[OH:12]. The product is CC1(CC(C2=C(O1)C=CS2)=O)C (5,6-Dihydro-5,5-dimethyl-7H-thieno[3,2-b]pyran-7-one). The reactants are OC1=C(SC=C1)C(C=C(C)C)=O (3-hydroxy-2-(3-methyl-1-oxo-2-buten-1-yl) thiophene), C1(=CC=C(C=C1)S(=O)(=O)O)C (p-toluenesulfonic acid). RXN SMILES: [OH:1][C:2]1[CH:6]=[CH:5][S:4][C:3]=1[C:7](=[O:12])[CH:8]=[C:9]([CH3:11])[CH3:10].C1(C)C=CC(S(O)(=O)=O)=CC=1>C1(C)C=CC=CC=1>[CH3:11][C:9]1([CH3:10])[O:1][C:2]2[CH:6]=[CH:5][S:4][C:3]=2[C:7](=[O:12])[CH2:8]1. Solvent: C1(=CC=CC=C1)C (toluene). Procedure: A solution of 3-hydroxy-2-(3-methyl-1-oxo-2-buten-1-yl) thiophene (39.0 g, 0.214 mol) and p-toluenesulfonic acid (3.5 g, 18 mmol) in toluene (400 mL) was heated to reflux for 3.5 d. The resultant solution was washed with saturated aqueous sodium bicarbonate and dried over sodium sulfate. The solvent was evaporated in vacuo to give a brown oil, 38.62 g (99%). A portion of the resultant oil was purified for analysis by distillation in a Kugelrohr oven at 145° to 155° C. at 0.35 mm Hg to give the p... The reactants are CC1=C(C(=O)N[C@@H](CNC(=O)OC(C)(C)C)C(=O)OC)C(=CC(=C1)C(=O)NCC1=CC(=CC=C1)O)C (N-[2,6-dimethyl-4-[[[(3-hydroxyphenyl)methyl]amino]carbonyl]benzoyl]-3-[[(1,1-dimethylethoxy)carbonyl]amino]-L-alanine, methyl ester). The solvent is FC(C(=O)O)(F)F (trifluoroacetic acid), ClCCl (dichloromethane). The product is NC[C@H](NC(C1=C(C=C(C=C1C)C(=O)NCC1=CC(=CC=C1)O)C)=O)C(=O)OC (3-amino-N-[2,6-dimethyl-4-[[[(3-hydroxyphenyl)methyl]amino]carbonyl]benzoyl]-L-alanine, methyl ester). As a reaction SMILES: [CH3:1][C:2]1[CH:24]=[C:23]([C:25]([NH:27][CH2:28][C:29]2[CH:34]=[CH:33][CH:32]=[C:31]([OH:35])[CH:30]=2)=[O:26])[CH:22]=[C:21]([CH3:36])[C:3]=1[C:4]([NH:6][C@H:7]([C:17]([O:19][CH3:20])=[O:18])[CH2:8][NH:9]C(OC(C)(C)C)=O)=[O:5]>FC(F)(F)C(O)=O.ClCCl>[NH2:9][CH2:8][C@@H:7]([C:17]([O:19][CH3:20])=[O:18])[NH:6][C:4](=[O:5])[C:3]1[C:2]([CH3:1])=[CH:24][C:23]([C:25]([NH:27][CH2:28][C:29]2[CH:34]=[CH:33][CH:32]=[C:31]([OH:35])[CH:30]=2)=[O:26])=[CH:22][C:21]=1[CH3:36]. Reported procedure: A solution of crude N-[2,6-dimethyl-4-[[[(3-hydroxyphenyl)methyl]amino]carbonyl]benzoyl]-3-[[(1,1-dimethylethoxy)carbonyl]amino]-L-alanine, methyl ester (144 mg, 0.235 mmol) in trifluoroacetic acid (2 mL) and dichloromethane (2 mL) was stirred at room temperature for 1 h. The reaction mixture was concentrated and ethyl acetate was added. The solution was washed with saturated aqueous sodium hydrogen carbonate, and the aqueous layer was back-extracted seven times with ethyl acetate. The combined ... Isolated yield 99.2%. The product is BrCC(C(CC(C)Br)(C)C)=O (1,5-dibromo-3,3-dimethyl-2-hexanone). Starting materials: BrBr (bromine), BrC(CC(C(C)=O)(C)C)C (5-bromo-3,3-dimethyl-2-hexanone). RXN SMILES: [Br:1]Br.[Br:3][CH:4]([CH3:12])[CH2:5][C:6]([CH3:11])([CH3:10])[C:7](=[O:9])[CH3:8]>C(Cl)(Cl)Cl>[Br:1][CH2:8][C:7](=[O:9])[C:6]([CH3:11])([CH3:10])[CH2:5][CH:4]([Br:3])[CH3:12]. Run at time 30 minute. Procedure details: 20.9 g (0.13 mole) of bromine are added dropwise to 27 g (0.13 mole) of 5-bromo-3,3-dimethyl-2-hexanone in 50 ml of chloroform at room temperature. The mixture is subsequently stirred at room temperature for 30 minutes, washed with water, dried over sodium sulphate and concentrated in vacuo. 36.9 g (99% of theory) of 1,5-dibromo-3,3-dimethyl-2-hexanone of refractive index nD20 =1.5015 are obtained. Solvent: C(Cl)(Cl)Cl (chloroform). The reactants are ClC=1C(C(=C(C(C1Cl)=O)C#N)C#N)=O (2,3-dichloro-5,6-dicyanobenzoquinone), C(C)(=O)OC=1C=C2CCCCC2=CC1OC (6-acetoxy -7-methoxytetralin). Solvent: O1CCOCC1 (dioxane), O1CCOCC1 (dioxane). Run at temperature 25 celsius, time 20 hour. Yields the product C(C)(=O)OC1=C(C=C2CCCC(C2=C1)=O)OC (7-acetoxy-6-methoxytetralin-1-one). RXN SMILES: Cl[C:2]1[C:3](=[O:14])[C:4]([C:12]#N)=[C:5]([C:10]#N)[C:6](=O)[C:7]=1Cl.[C:15]([O:18][C:19]1C=C2C(=C[C:28]=1[O:29][CH3:30])CCCC2)(=[O:17])[CH3:16]>O1CCOCC1>[C:15]([O:18][C:19]1[CH:12]=[C:4]2[C:5]([CH2:6][CH2:7][CH2:2][C:3]2=[O:14])=[CH:10][C:28]=1[O:29][CH3:30])(=[O:17])[CH3:16]. Procedure details: A solution of 454 mg of 2,3-dichloro-5,6-dicyanobenzoquinone in 4 mL of dioxane was added dropwise over a period of 5 minutes to a stirred solution of 6-acetoxy -7-methoxytetralin in 1 mL of 5% aqueous dioxane at 25° C. under an atmosphere of nitrogen. The resulting solution was stirred at 25° C. for 20 hours. Thereafter the reaction mixture was filtered through a sintered glass funnel and the solid residue of 2,3-dichloro-5,6-dicyaniodihydroquinione was washed with 2 mL of dioxane. The residue ...